Dataset: the Open Reaction Database (ORD), a public repository of structured organic reaction records. Task: describe an organic reaction: reactants, conditions, products, and yield The reactants are B(Br)(Br)Br (boron tribromide), C(C1=CC=CC=C1)OC1=CC2=C(C(=NS2)C2CCCCC2)C=C1 (6-benzyloxy-3-cyclohexyl-1,2-benzisothiazole), O (water). Run in C(Cl)Cl (CH2Cl2), C(Cl)Cl (CH2Cl2). Conditions: time 15 minute. Yields the product C1(CCCCC1)C1=NSC2=C1C=CC(=C2)O (3-cyclohexyl-1,2-benzisothiazol-6-ol). Yield: 40.3%. Reaction SMILES: B(Br)(Br)Br.C([O:12][C:13]1[CH:27]=[CH:26][C:16]2[C:17]([CH:20]3[CH2:25][CH2:24][CH2:23][CH2:22][CH2:21]3)=[N:18][S:19][C:15]=2[CH:14]=1)C1C=CC=CC=1.O>C(Cl)Cl>[CH:20]1([C:17]2[C:16]3[CH:26]=[CH:27][C:13]([OH:12])=[CH:14][C:15]=3[S:19][N:18]=2)[CH2:21][CH2:22][CH2:23][CH2:24][CH2:25]1. Procedure details: A solution of boron tribromide 1M in CH2Cl2 (11.9 ml, 11.9 mmoles) was slowly added to a solution of 6-benzyloxy-3-cyclohexyl-1,2-benzisothiazole (3.5 g, 10 mmoles) in CH2Cl2 (50 ml) at 0° C. The mixture was stirred at room temperature for 15 min and poured into water. The precipitate was filtered, dried and crystallised from EtOH to give pure 3-cyclohexyl-1,2-benzisothiazol-6-ol (940 mg, 40.3%). mp 190° C. Reactants: CC(O)c1cc(C(C)(C)C)on1, O, Cc1ccc(S(=O)(=O)Cl)cc1, c1ccncc1. Yields the product CC(Cl)c1cc(C(C)(C)C)on1. RXN SMILES: [C:1]([CH3:2])([CH3:3])([CH3:4])[c:5]1[cH:6][c:7]([CH:10]([CH3:11])[OH:12])[n:8][o:9]1.[OH2:24].[c:13]1([CH3:14])[cH:15][cH:16][c:17]([S:18](=[O:19])(=[O:20])[Cl:22])[cH:21][cH:23]1.[cH:25]1[cH:26][cH:27][n:28][cH:29][cH:30]1>>[C:1]([CH3:2])([CH3:3])([CH3:4])[c:5]1[cH:6][c:7]([CH:10]([CH3:11])[Cl:22])[n:8][o:9]1. The reactants are ClCCl, CCCc1c(Cc2ccc(-c3ccccc3-c3noc(=O)[nH]3)cc2)c(=O)n(Cc2ccc(C(C)O)cc2)c2ncnn12. The product is CCCc1c(Cc2ccc(-c3ccccc3-c3noc(=O)[nH]3)cc2)c(=O)n(Cc2ccc(C(C)=O)cc2)c2ncnn12. Reaction SMILES: [CH2:43]([Cl:44])[Cl:45].[OH:1][CH:2]([CH3:3])[c:4]1[cH:5][cH:6][c:7]([CH2:8][n:9]2[c:10]3[n:11]([c:12]([CH2:35][CH2:36][CH3:37])[c:13]([CH2:16][c:17]4[cH:18][cH:19][c:20](-[c:23]5[c:24](-[c:29]6[n:30][o:31][c:32](=[O:34])[nH:33]6)[cH:25][cH:26][cH:27][cH:28]5)[cH:21][cH:22]4)[c:14]2=[O:15])[n:38][cH:39][n:40]3)[cH:41][cH:42]1>>[O:1]=[C:2]([CH3:3])[c:4]1[cH:5][cH:6][c:7]([CH2:8][n:9]2[c:10]3[n:11]([c:12]([CH2:35][CH2:36][CH3:37])[c:13]([CH2:16][c:17]4[cH:18][cH:19][c:20](-[c:23]5[c:24](-[c:29]6[n:30][o:31][c:32](=[O:34])[nH:33]6)[cH:25][cH:26][cH:27][cH:28]5)[cH:21][cH:22]4)[c:14]2=[O:15])[n:38][cH:39][n:40]3)[cH:41][cH:42]1. Reactants: ClC1=C(C=C(C(=C1)[N+](=O)[O-])F)O (2-chloro-4-nitro-5-fluorophenol), C([O-])([O-])=O.[K+].[K+] (potassium carbonate), IC (iodomethane), CN(C=O)C (dimethylformamide). Run in C(C)OCC (diethyl ether). Conditions: time 8 hour. Yields the product ClC1=C(C=C(C(=C1)[N+](=O)[O-])F)OC (2-Chloro-4-nitro-5-fluoroanisole). Reaction SMILES: [Cl:1][C:2]1[CH:7]=[C:6]([N+:8]([O-:10])=[O:9])[C:5]([F:11])=[CH:4][C:3]=1[OH:12].[C:13](=O)([O-])[O-].[K+].[K+].IC.CN(C)C=O>C(OCC)C>[Cl:1][C:2]1[CH:7]=[C:6]([N+:8]([O-:10])=[O:9])[C:5]([F:11])=[CH:4][C:3]=1[O:12][CH3:13] |f:1.2.3|. Reported procedure: A mixture of 2-chloro-4-nitro-5-fluorophenol (D41) (450 mg), potassium carbonate (600 mg), iodomethane (1 ml), and dimethylformamide (5 ml) stirred overnight at room temperature then diethyl ether added and the solution washed with water then dried over MgSO4, filtered and evaporated The product was crystallised from hexane to yield the title compound, 350 mg. Starting materials: C(C)(=O)OCC.CO (ethyl acetate methanol), C(=O)OC1=CC=C(C=C1)[N+](=O)[O-] (p-nitrophenyl formate), [N-]=[N+]=[N-] (azide), C(C)(C)N(CC)C(C)C (diisopropylethyl amine). The solvent is CN(C)C=O (DMF). Run at time 8 hour. Yields the product C=1C=CC=2C(C1)=CC=CC2O (naphthol). RXN SMILES: C([O:3][C:4]1[CH:9]=[CH:8][C:7]([N+]([O-])=O)=[CH:6][CH:5]=1)=O.[N-]=[N+]=[N-].C(N([CH:22]([CH3:24])[CH3:23])CC)(C)C.[C:25](OCC)(=O)C.CO>CN(C=O)C>[CH:24]1[CH:22]=[CH:23][C:5]2[C:6](=[CH:7][CH:8]=[CH:9][C:4]=2[OH:3])[CH:25]=1 |f:3.4|. Procedure details: 6.6 mgs of p-nitrophenyl formate was added to a stirred solution of 22.4 mgs of the amine (i) and 7 microliters of diisopropylethyl amine in 2 ml of DMF. The resulting mixture was stirred overnight at room temperature, partitioned between ethyl acetate and water. Aqueous workup and purification of the crude reaction product by column chromatography on silica gel using ethyl acetate/methanol (10:1) as the eluant gave the desired formamide (ii) (15.8 mg) as a white solid. FABMS MH+, 653.2. The reactants are BrC=1C=C(C(N(C1)C)=O)NC1=NNC(=C1)CC (5-Bromo-3-(5-ethyl-1H-pyrazol-3-ylamino)-1-methylpyridin-2(1H)-one), C(C)(=O)OCC1=C(C=CC=C1B1OC(C(O1)(C)C)(C)C)N1C(C=2N(C=3CCCCC3C2)CC1)=O (2-(2-(Acetoxymethyl)-3-(4,4,5,5-tetramethyl-1,3,2-dioxaborolan-2-yl)phenyl)-3,4,6,7,8,9-hexahydropyrazino[1,2-a]indol-1(2H)-one). Reagents/catalysts: C=1C=CC(=CC1)[P](C=2C=CC=CC2)(C=3C=CC=CC3)[Pd]([P](C=4C=CC=CC4)(C=5C=CC=CC5)C=6C=CC=CC6)([P](C=7C=CC=CC7)(C=8C=CC=CC8)C=9C=CC=CC9)[P](C=1C=CC=CC1)(C=1C=CC=CC1)C=1C=CC=CC1 (Pd(PPh3)4). Solvent: COCCOC (1,2-dimethoxyethane), C(=O)([O-])[O-].[Na+].[Na+] (Na2CO3). Conditions: temperature 125 celsius, time 7 minute. The product is C(C)(=O)OCC1=C(C=CC=C1N1C(C=2N(C=3CCCCC3C2)CC1)=O)C1=CN(C(C(=C1)NC1=NNC(=C1)CC)=O)C (2-(5-(5-Ethyl-1H-pyrazol-3-ylamino)-1-methyl-6-oxo-1,6-dihydropyridin-3-yl)-6-(1-oxo-3,4,6,7,8,9-hexahydropyrazino[1,2-a]indol-2(1H)-yl)benzyl acetate). Yield: 23.1%. As a reaction SMILES: Br[C:2]1[CH:3]=[C:4]([NH:10][C:11]2[CH:15]=[C:14]([CH2:16][CH3:17])[NH:13][N:12]=2)[C:5](=[O:9])[N:6]([CH3:8])[CH:7]=1.[C:18]([O:21][CH2:22][C:23]1[C:28](B2OC(C)(C)C(C)(C)O2)=[CH:27][CH:26]=[CH:25][C:24]=1[N:38]1[CH2:50][CH2:49][N:41]2[C:42]3[CH2:43][CH2:44][CH2:45][CH2:46][C:47]=3[CH:48]=[C:40]2[C:39]1=[O:51])(=[O:20])[CH3:19]>C([O-])([O-])=O.[Na+].[Na+].COCCOC.C1C=CC([P]([Pd]([P](C2C=CC=CC=2)(C2C=CC=CC=2)C2C=CC=CC=2)([P](C2C=CC=CC=2)(C2C=CC=CC=2)C2C=CC=CC=2)[P](C2C=CC=CC=2)(C2C=CC=CC=2)C2C=CC=CC=2)(C2C=CC=CC=2)C2C=CC=CC=2)=CC=1>[C:18]([O:21][CH2:22][C:23]1[C:24]([N:38]2[CH2:50][CH2:49][N:41]3[C:42]4[CH2:43][CH2:44][CH2:45][CH2:46][C:47]=4[CH:48]=[C:40]3[C:39]2=[O:51])=[CH:25][CH:26]=[CH:27][C:28]=1[C:2]1[CH:3]=[C:4]([NH:10][C:11]2[CH:15]=[C:14]([CH2:16][CH3:17])[NH:13][N:12]=2)[C:5](=[O:9])[N:6]([CH3:8])[CH:7]=1)(=[O:20])[CH3:19] |f:2.3.4,^1:67,69,88,107|. Procedure: In a 10-mL glass vessel equipped with a magnetic stirring bar were placed 125a (116 mg, 0.39 mmol), 2-(1-oxo-3,4,6,7,8,9-hexahydropyrazino[1,2-a]indol-2(1H)-yl)-6-(4,4,5,5-tetramethyl-1,3,2-dioxaborolan-2-yl)benzyl acetate 114a (200 mg, 0.43 mmol), Pd(PPh3)4 (30 mg, 0.0.26 mmol) in 2 N Na2CO3 (2 mL) and 1,2-dimethoxyethane (5 mL). The vessel was sealed with a septum and placed into the microwave cavity. After the reaction mixture was stirred at 125° C. for 7 min., it was purified by flash chroma... Starting materials: COC=1C=C2C(=CN(C2=CC1OC)C)C1=CC=2C(=NC=CC2CN)N1S(=O)(=O)C1=CC=C(C=C1)C ([2-(5,6-dimethoxy-1-methyl-1H-indol-3-yl)-1-(toluene-4-sulfonyl)-1H-pyrrolo[2,3-b]pyrid-4-yl]methylamine), [OH-].[K+] (potassium hydroxide). Yields the product COC=1C=C2C(=CN(C2=CC1OC)C)C1=CC=2C(=NC=CC2CN)N1 ([2-(5,6-dimethoxy-1-methyl-1H-indol-3-yl)-1H-pyrrolo[2,3-b]pyrid-4-yl]methylamine). The yield is 27.3%. RXN SMILES: [CH3:1][O:2][C:3]1[CH:4]=[C:5]2[C:9](=[CH:10][C:11]=1[O:12][CH3:13])[N:8]([CH3:14])[CH:7]=[C:6]2[C:15]1[N:25](S(C2C=CC(C)=CC=2)(=O)=O)[C:18]2=[N:19][CH:20]=[CH:21][C:22]([CH2:23][NH2:24])=[C:17]2[CH:16]=1.[OH-].[K+]>>[CH3:1][O:2][C:3]1[CH:4]=[C:5]2[C:9](=[CH:10][C:11]=1[O:12][CH3:13])[N:8]([CH3:14])[CH:7]=[C:6]2[C:15]1[NH:25][C:18]2=[N:19][CH:20]=[CH:21][C:22]([CH2:23][NH2:24])=[C:17]2[CH:16]=1 |f:1.2|. Reported procedure: [2-(5,6-Dimethoxy-1-methyl-1H-indol-3-yl)-1H-pyrrolo[2,3-b]pyrid-4-yl]methylamine is prepared as described in Example 179a starting with 0.080 g of [2-(5,6-dimethoxy-1-methyl-1H-indol-3-yl)-1-(toluene-4-sulfonyl)-1H-pyrrolo[2,3-b]pyrid-4-yl]methylamine instead of the [2-(5,6-dimethoxy-1-methyl-1H-indol-3-yl)-1-(toluene-4-sulfonyl)-1H-pyrrolo[2,3-b]pyrid-4 ylmethyl](4-trifluoromethylsulfanylbenzyl)amine used in Example 179a and 0.80 cm3 of 5N potassium hydroxide. After purification by flash-pack ... Reactants: NC1=NC2(COC1)c1cc(-c3cccnc3F)ccc1Oc1ncc(Br)cc12, C1CCOC1, C[Si](C)(C)[N-][Si](C)(C)C, Cl, FC1CCNC1, [Li+]. Product: NC1=NC2(COC1)c1cc(-c3cccnc3F)ccc1Oc1ncc(N3CCC(F)C3)cc12. Reaction SMILES: [Br:8][c:9]1[cH:10][c:11]2[c:12]([n:13][cH:14]1)[O:15][c:16]1[cH:17][cH:18][c:19](-[c:29]3[c:30]([F:35])[n:31][cH:32][cH:33][cH:34]3)[cH:20][c:21]1[C:22]21[CH2:23][O:24][CH2:25][C:26]([NH2:28])=[N:27]1.[CH2:46]1[O:47][CH2:48][CH2:49][CH2:50]1.[CH3:37][Si:38]([N-:39][Si:40]([CH3:41])([CH3:42])[CH3:43])([CH3:44])[CH3:45].[ClH:7].[F:1][CH:2]1[CH2:3][NH:4][CH2:5][CH2:6]1.[Li+:36]>>[F:1][CH:2]1[CH2:3][N:4]([c:9]2[cH:10][c:11]3[c:12]([n:13][cH:14]2)[O:15][c:16]2[cH:17][cH:18][c:19](-[c:29]4[c:30]([F:35])[n:31][cH:32][cH:33][cH:34]4)[cH:20][c:21]2[C:22]32[CH2:23][O:24][CH2:25][C:26]([NH2:28])=[N:27]2)[CH2:5][CH2:6]1.